Task: describe an organic reaction: reactants, conditions, products, and yield. Dataset: the Open Reaction Database (ORD), a public repository of structured organic reaction records The reactants are OCCNN (2-hydroxyethylhydrazine), C(C)OC=C(C(=O)OCC)C#N (Ethyl (ethoxymethylene)cyanoacetate). Solvent: C(C)O (Ethanol), C(C)O (ethanol). Run at temperature 70 celsius, time 2 hour. The product is NC1=C(C=NN1CCO)C(=O)OCC (5-amino-4-ethoxycarbonyl-1-(2′-hydroxyethyl)-pyrazole). As a reaction SMILES: [OH:1][CH2:2][CH2:3][NH:4][NH2:5].C(O[CH:9]=[C:10]([C:16]#[N:17])[C:11]([O:13][CH2:14][CH3:15])=[O:12])C>C(O)C>[NH2:17][C:16]1[N:4]([CH2:3][CH2:2][OH:1])[N:5]=[CH:9][C:10]=1[C:11]([O:13][CH2:14][CH3:15])=[O:12]. Procedure details: Ethanol (100 mL) and 2-hydroxyethylhydrazine (75% in water) (125 g) were combined, stirred, and heated to about 70° C. Ethyl (ethoxymethylene)cyanoacetate (200 g, 1.18 mol) and ethanol (100 g) were mixed and added over about 1 hour with stirring at about 80° C. After about 2 hours the reaction was completed to give 5-amino-4-ethoxycarbonyl-1-(2′-hydroxyethyl)-pyrazole (I) as evidenced by thin-layer chromatography (ethyl acetate:methanol 7:2, silica gel). The 4-ethoxycarbonyl group was hydrolyzed... Reactants: CC(C)(C)OC(=O)Nc1ncc(C=O)s1, [BH3-]C#N, CCOC(=O)C1CCNCC1, CC(=O)O, CO, [Na+]. Yields the product CCOC(=O)C1CCN(Cc2cnc(NC(=O)OC(C)(C)C)s2)CC1. As a reaction SMILES: [C:1]([CH3:2])([CH3:3])([CH3:4])[O:5][C:6]([NH:7][c:8]1[s:9][c:10]([CH:13]=[O:14])[cH:11][n:12]1)=[O:15].[C:31]([BH3-:32])#[N:33].[CH2:16]([CH3:17])[O:18][C:19](=[O:20])[CH:21]1[CH2:22][CH2:23][NH:24][CH2:25][CH2:26]1.[CH3:27][C:28](=[O:29])[OH:30].[CH3:35][OH:36].[Na+:34]>>[C:1]([CH3:2])([CH3:3])([CH3:4])[O:5][C:6]([NH:7][c:8]1[s:9][c:10]([CH2:13][N:24]2[CH2:23][CH2:22][CH:21]([C:19]([O:18][CH2:16][CH3:17])=[O:20])[CH2:26][CH2:25]2)[cH:11][n:12]1)=[O:15]. Reactants: COC=1C=C(C=CC1OC)Cl (3,4-dimethoxy chlorobenzene), [N+](=O)(O)[O-] (nitric acid). Conditions: time 1.5 hour. Yields the product COC1=CC(=C(C=C1OC)Cl)[N+](=O)[O-] (4,5-dimethoxy 2-nitro chlorobenzene). RXN SMILES: [CH3:1][O:2][C:3]1[CH:4]=[C:5]([Cl:11])[CH:6]=[CH:7][C:8]=1[O:9][CH3:10].[N+:12]([O-])([OH:14])=[O:13]>>[CH3:10][O:9][C:8]1[C:3]([O:2][CH3:1])=[CH:4][C:5]([Cl:11])=[C:6]([N+:12]([O-:14])=[O:13])[CH:7]=1. Reported procedure: Into a triple-necked flask of one liter, provided with a magnetic stirring system, with a thermometer and a dropping funnel, were introduced successively 143.9 g (0.83 mole) of 3,4-dimethoxy chlorobenzene, then drop by drop 166 cm3 of nitric acid (d=1.38), without the temperature exceeding 25° C. When the addition was ended, the reaction mixture was allowed to stand 1.5 h and then filtered.